This data is from the Open Reaction Database (ORD), a public repository of structured organic reaction records. The task is: describe an organic reaction: reactants, conditions, products, and yield Reactants: COc1ccc(CN2CCc3c(C(=O)N(C)C)nc(OC(C)=O)c(OC)c3C2=O)cc1, C[O-], CO, [Na+]. Yields the product COc1ccc(CN2CCc3c(C(=O)N(C)C)nc(O)c(OC)c3C2=O)cc1. As a reaction SMILES: [C:1](=[O:2])([CH3:3])[O:4][c:5]1[n:6][c:7]([C:27](=[O:28])[N:29]([CH3:30])[CH3:31])[c:8]2[c:13]([c:14]1[O:15][CH3:16])[C:12](=[O:17])[N:11]([CH2:18][c:19]1[cH:20][cH:21][c:22]([O:25][CH3:26])[cH:23][cH:24]1)[CH2:10][CH2:9]2.[CH3:32][O-:33].[CH3:35][OH:36].[Na+:34]>>[OH:4][c:5]1[n:6][c:7]([C:27](=[O:28])[N:29]([CH3:30])[CH3:31])[c:8]2[c:13]([c:14]1[O:15][CH3:16])[C:12](=[O:17])[N:11]([CH2:18][c:19]1[cH:20][cH:21][c:22]([O:25][CH3:26])[cH:23][cH:24]1)[CH2:10][CH2:9]2. Starting materials: N#Cc1ccccc1-n1nnc2cccnc21, [NH4+], [OH-], O=S(=O)(O)O. Product: NC(=O)c1ccccc1-n1nnc2cccnc21. Reaction SMILES: [C:1](#[N:2])[c:3]1[c:4](-[n:9]2[n:10][n:11][c:12]3[c:13]2[n:14][cH:15][cH:16][cH:17]3)[cH:5][cH:6][cH:7][cH:8]1.[NH4+:23].[OH-:24].[S:18]([OH:19])(=[O:20])(=[O:21])[OH:22]>>[C:1]([NH2:2])([c:3]1[c:4](-[n:9]2[n:10][n:11][c:12]3[c:13]2[n:14][cH:15][cH:16][cH:17]3)[cH:5][cH:6][cH:7][cH:8]1)=[O:19]. The reactants are amide, COC(=O)C=1C=2C=CNC2C=CC1 (4-indolecarboxylic acid methyl ester), CN(C1=CC=CC=C1)C=O (N-methylformanilide), P(=O)(Cl)(Cl)Cl (phosphorus oxychloride), N1C=C2CNC(C=3C=CC=C1C23)=O (3,4-dihydropyrrolo[4,3,2-de]isoquinolin5(lH)-one), C=1NC=CC2=CC=C3C(C12)=CC=N3 (Pyrroloisoquinoline). Product: COC(=O)C=1C=2C(=CNC2C=CC1)C=O (3-formylindole-4-carboxylic acid methyl ester). RXN SMILES: N1C2C3C(CN[C:6](=[O:13])C=3C=CC=2)=C1.C1NC=CC2C=1C1=CC=NC1=CC=2.[CH3:27][O:28][C:29]([C:31]1[C:32]2[CH:33]=[CH:34][NH:35][C:36]=2[CH:37]=[CH:38][CH:39]=1)=[O:30].CN(C=O)C1C=CC=CC=1.P(Cl)(Cl)(Cl)=O>>[CH3:27][O:28][C:29]([C:31]1[C:32]2[C:33]([CH:6]=[O:13])=[CH:34][NH:35][C:36]=2[CH:37]=[CH:38][CH:39]=1)=[O:30]. Procedure details: The starting material for the compounds of this invention is the amide, 3,4-dihydropyrrolo[4,3,2-de]isoquinolin5(lH)-one (2). The preparation of this starting material is described in detail in our copending patent application of Philipp et al., Ser. No. 413,417 now U.S. Pat. No. 3,950,343 and entitled "Pyrroloisoquinoline Derivatives". Briefly a preferred preparation of this starting material involves treating 4-indolecarboxylic acid methyl ester, F. C. Uhle, J. Amer. Chem. Soc., 71, 761 (1949)... Reactants: C=CCC (1-butene), C1(=CC=CC=C1)O (phenol), C1(=CC=CC=C1)O (phenol), CC(C)=C (isobutylene), C=CCC (1-butene), CC(C)C (isobutane), CC(C)=C (isobutylene). The reagents and catalysts are [O-2].[Al+3].[O-2].[O-2].[Al+3] (aluminum oxide). Run at temperature 220 celsius. Yields the product C(C)(CC)C1=C(C=CC=C1)O (2-sec-butylphenol), C(C)(CC)C1=C(C=CC(=C1)C(C)(C)C)O (2-sec-butyl-4-tert-butylphenol). RXN SMILES: [C:1]1([OH:7])[CH:6]=[CH:5][CH:4]=[CH:3][CH:2]=1.[CH3:8][C:9](=[CH2:11])[CH3:10].[CH2:12]=[CH:13][CH2:14][CH3:15].CC(C)C>[O-2].[Al+3].[O-2].[O-2].[Al+3]>[CH:13]([C:2]1[CH:3]=[CH:4][CH:5]=[CH:6][C:1]=1[OH:7])([CH2:14][CH3:15])[CH3:12].[CH:13]([C:2]1[CH:3]=[C:4]([C:9]([CH3:10])([CH3:8])[CH3:11])[CH:5]=[CH:6][C:1]=1[OH:7])([CH2:14][CH3:15])[CH3:12] |f:4.5.6.7.8|. Procedure details: 105 g of phenol and 5.0 g of aluminum oxide catalyst that was calcined in air at a temperature of 450° C. was charged in an autoclave and heated to 220° C. A raffinate stream containing 82.4% isobutylene, 1.3% 1-butene, and 16.3% isobutane was then charged over a period of 3 hours. The amount of raffinate charged was 70 g with an isobutylene to phenol mole ratio of 1.13:1. The yield of OTBP at the end of 6 hours was 50.41%, down from 52% at the 5-hour mark. The amount of 1-butene in the feed tha... The reactants are C(C)(C)(C)OC(=O)N1C[C@H](CC1)C(=O)O ((3S)-1-(tert-Butoxycarbonyl)pyrrolidine-3-carboxylic acid), C(=O)(C(F)(F)F)O (TFA). Yields the product FC(C(=O)[O-])(F)F.C(=O)(O)[C@@H]1C[NH2+]CC1 ((3S)-3-carboxypyrrolidinium trifluoroacetate). RXN SMILES: C(OC([N:8]1[CH2:12][CH2:11][C@H:10]([C:13]([OH:15])=[O:14])[CH2:9]1)=O)(C)(C)C.[C:16]([OH:22])([C:18]([F:21])([F:20])[F:19])=[O:17]>>[F:19][C:18]([F:21])([F:20])[C:16]([O-:22])=[O:17].[C:13]([C@H:10]1[CH2:11][CH2:12][NH2+:8][CH2:9]1)([OH:15])=[O:14] |f:2.3|. Procedure details: (3S)-1-(tert-Butoxycarbonyl)pyrrolidine-3-carboxylic acid (0.5 g, 2.34 mmol) was stirred in TFA (20 mL) for 3 h. The solvent was removed to provide the title compound as yellow oil that was used for the next step without further purification. Yield: 0.50 g (99%). Reactants: CCOC(C)=O, C[Si](C)(C)CCOCn1nc(C=Cc2ccccc2)c2ccc([N+](=O)[O-])cc21, [Na+], CN(C)C=O, [OH-], O, Cl[Sn]Cl. The product is C[Si](C)(C)CCOCn1nc(C=Cc2ccccc2)c2ccc(N)cc21. Reaction SMILES: [CH3:40][CH2:41][O:42][C:43]([CH3:44])=[O:45].[N+:1]([O-:2])(=[O:3])[c:4]1[cH:5][cH:6][c:7]2[c:8]([CH:21]=[CH:22][c:23]3[cH:24][cH:25][cH:26][cH:27][cH:28]3)[n:9][n:10]([CH2:13][O:14][CH2:15][CH2:16][Si:17]([CH3:18])([CH3:19])[CH3:20])[c:11]2[cH:12]1.[Na+:34].[O:35]=[CH:36][N:37]([CH3:38])[CH3:39].[OH-:33].[OH2:32].[Sn:29]([Cl:30])[Cl:31]>>[NH2:1][c:4]1[cH:5][cH:6][c:7]2[c:8]([CH:21]=[CH:22][c:23]3[cH:24][cH:25][cH:26][cH:27][cH:28]3)[n:9][n:10]([CH2:13][O:14][CH2:15][CH2:16][Si:17]([CH3:18])([CH3:19])[CH3:20])[c:11]2[cH:12]1. The reactants are C(CCC)[Li] (n-butyl lithium), C(C)(C)(C)OC(=O)N[C@@H](CC(C)C)C=O (N-t-butoxycarbonyl-L-leucinal), BrC1=NC=CC=C1 (2-bromopyridine). The solvent is O1CCCC1 (tetrahydrofuran), O1CCCC1 (tetrahydrofuran), O1CCCC1 (tetrahydrofuran). Reaction conditions: time 5 minute. The product is C(C)(C)(C)OC(=O)NC([C@@H](O)C1=NC=CC=C1)CC(C)C (2-tert-butoxycarbonylamino-4-methyl-(R)1-(2-pyridinyl)pentan-1-ol). Yield: 21.6%. RXN SMILES: Br[C:2]1[CH:7]=[CH:6][CH:5]=[CH:4][N:3]=1.C([Li])CCC.[C:13]([O:17][C:18]([NH:20][C@H:21]([CH:26]=[O:27])[CH2:22][CH:23]([CH3:25])[CH3:24])=[O:19])([CH3:16])([CH3:15])[CH3:14]>O1CCCC1>[C:13]([O:17][C:18]([NH:20][CH:21]([CH2:22][CH:23]([CH3:25])[CH3:24])[C@H:26]([C:2]1[CH:7]=[CH:6][CH:5]=[CH:4][N:3]=1)[OH:27])=[O:19])([CH3:16])([CH3:15])[CH3:14]. Procedure: To 2-bromopyridine (3.16 g) in 20 ml of dry tetrahydrofuran cooled to -78° C. under argon was added slowly 11.2 ml of n-butyl lithium in tetrahydrofuran (2M). The solution was stirred for 5 minutes and then 2.1 g of N-t-butoxycarbonyl-L-leucinal in 10 ml of tetrahydrofuran was added. The mixture was stirred for 35 minutes, then quenched with 10 ml of saturated sodium sulfate solution, warmed to room temperature and poured into 50 ml of water. The mixture was extracted with ethyl acetate. The ext... Reactants: NC1=NC(=CN=C1)Cl (2-amino-6-chloropyrazine), C[Mg]I (methyl magnesium iodide), C1CCOC1 (THF), [N-]=C=O (isocyanate). Reaction conditions: temperature 0 celsius, time 15 minute. Product: ClC1=CN=CC(=N1)NC(=O)NC1=C(C=CC(=C1)C)OC (1-(6-Chloro-pyrazin-2-yl)-3-(2-methoxy-5-methyl-phenyl)-urea). Reaction SMILES: [NH2:1][C:2]1[CH:7]=[N:6][CH:5]=[C:4]([Cl:8])[N:3]=1.C[Mg]I.[N-:12]=[C:13]=[O:14].[CH2:15]1[CH2:19][O:18][CH2:17][CH2:16]1>>[Cl:8][C:4]1[N:3]=[C:2]([NH:1][C:13]([NH:12][C:15]2[CH:16]=[C:16]([CH3:17])[CH:15]=[CH:19][C:19]=2[O:18][CH3:17])=[O:14])[CH:7]=[N:6][CH:5]=1. Procedure: To a stirred solution of 2-amino-6-chloropyrazine (130 mg, 1 mmol) in 3 mL THF at 0° C. under nitrogen was added methyl magnesium iodide (3M in Et2O, 330 μL, 1 mmol) to give a yellow suspension that was stirred at 0° C. for 15 minutes. The suspension was treated with the isocyanate neat (147 μL, 1 mmol) and allowed to warm to room temperature overnight. The reaction was partitioned between EtOAc (30 mL) and 10% Na2CO3 (30 mL). The organics were isolated and washed 1×30 mL with 10% Na2CO3 and 1×3...